Dataset: the Open Reaction Database (ORD), a public repository of structured organic reaction records. Task: describe an organic reaction: reactants, conditions, products, and yield Starting materials: C(C1=CC=CC=C1)OC1=C(N=C(N(C1=O)C)C1CCCC1)C(=O)O (5-(benzyloxy)-2-cyclopentyl-1-methyl-6-oxo-1,6-dihydropyrimidine-4-carboxylic acid), solution, C(C(=O)Cl)(=O)Cl (oxalyl chloride), FC1=CC=C(C=C1)CC(NO)=N (2-(4-fluorophenyl)-N-hydroxyacetimidamide), CCN(C(C)C)C(C)C (DIEA). Run in O1CCOCC1 (1,4-dioxane), C(Cl)Cl (CH2Cl2), CN(C)C=O (DMF), C(Cl)Cl (CH2Cl2), O1CCOCC1 (1,4-dioxane). Reaction conditions: temperature 90 celsius, time 1 hour. Yields the product C(C1=CC=CC=C1)OC=1C(N(C(=NC1C1=NC(=NO1)CC1=CC=C(C=C1)F)C1CCCC1)C)=O (5-(Benzyloxy)-2-cyclopentyl-6-(3-(4-fluorobenzyl)-1,2,4-oxadiazol-5-yl)-3-methylpyrimidin-4(3H)-one). The yield is 63.0%. Reaction SMILES: [CH2:1]([O:8][C:9]1[C:14](=[O:15])[N:13]([CH3:16])[C:12]([CH:17]2[CH2:21][CH2:20][CH2:19][CH2:18]2)=[N:11][C:10]=1[C:22](O)=[O:23])[C:2]1[CH:7]=[CH:6][CH:5]=[CH:4][CH:3]=1.C(Cl)(=O)C(Cl)=O.[F:31][C:32]1[CH:37]=[CH:36][C:35]([CH2:38][C:39](=[NH:42])[NH:40]O)=[CH:34][CH:33]=1.CCN(C(C)C)C(C)C>C(Cl)Cl.O1CCOCC1.CN(C=O)C>[CH2:1]([O:8][C:9]1[C:14](=[O:15])[N:13]([CH3:16])[C:12]([CH:17]2[CH2:18][CH2:19][CH2:20][CH2:21]2)=[N:11][C:10]=1[C:22]1[O:23][N:42]=[C:39]([CH2:38][C:35]2[CH:36]=[CH:37][C:32]([F:31])=[CH:33][CH:34]=2)[N:40]=1)[C:2]1[CH:7]=[CH:6][CH:5]=[CH:4][CH:3]=1. Reported procedure: To a stirred solution of 5-(benzyloxy)-2-cyclopentyl-1-methyl-6-oxo-1,6-dihydropyrimidine-4-carboxylic acid (0.33, 1 mmol) in CH2Cl2 (3 mL) was added a catalytic amount of DMF followed by 3 mL of a 2M solution of oxalyl chloride dissolved in CH2Cl2. The resulting yellow reaction mixture was stirred for 1 h and concentrated to give a yellow oil. The yellow oil was dissolved in 1,4-dioxane (9 mL) and added to a stirred solution of 2-(4-fluorophenyl)-N-hydroxyacetimidamide (0.18 g, 1.1 mmol) and DI... Reactants: CC([O-])=S, CCOC(C)=O, CC(Cl)C(=O)c1c(C(C)C)nn2ccccc12, [K+], CN(C)C=O, O. Yields the product CC(=O)SC(C)C(=O)c1c(C(C)C)nn2ccccc12. RXN SMILES: [C:18]([CH3:19])(=[S:20])[O-:21].[CH3:23][CH2:24][O:25][C:26]([CH3:27])=[O:28].[Cl:1][CH:2]([C:3](=[O:4])[c:5]1[c:6]([CH:14]([CH3:15])[CH3:16])[n:7][n:8]2[c:9]1[cH:10][cH:11][cH:12][cH:13]2)[CH3:17].[K+:22].[O:30]=[CH:31][N:32]([CH3:33])[CH3:34].[OH2:29]>>[CH:2]([C:3](=[O:4])[c:5]1[c:6]([CH:14]([CH3:15])[CH3:16])[n:7][n:8]2[c:9]1[cH:10][cH:11][cH:12][cH:13]2)([CH3:17])[S:20][C:18]([CH3:19])=[O:21]. Reactants: 9, C(C1=CC=CC=C1)N1C2CN(CC2(CC1)C)C(=O)OC(C)(C)C (tert.-butyl 2-benzyl-5-methyl-2,7-diazabicyclo[3.3.0]octane-7-carboxylate). Reagents/catalysts: [Pd] (palladium). Run in C(C)O (ethanol). The product is CC12CCNC2CN(C1)C(=O)OC(C)(C)C (Tert.-butyl 5-methyl-2,7-diazabicyclo[3.3.0]octane-7-carboxylate). RXN SMILES: C([N:8]1[CH2:15][CH2:14][C:13]2([CH3:16])[CH:9]1[CH2:10][N:11]([C:17]([O:19][C:20]([CH3:23])([CH3:22])[CH3:21])=[O:18])[CH2:12]2)C1C=CC=CC=1>[Pd].C(O)C>[CH3:16][C:13]12[CH2:12][N:11]([C:17]([O:19][C:20]([CH3:23])([CH3:22])[CH3:21])=[O:18])[CH2:10][CH:9]1[NH:8][CH2:15][CH2:14]2. Procedure: 2.6 9 (10.3 mmol) of tert.-butyl 2-benzyl-5-methyl-2,7-diazabicyclo[3.3.0]octane-7-carboxylate in50 ml of ethanol are hydrogenated on 0.5 g of palladium/active carbon (10% Pd) at 130° C. and 100 bar. The catalyst is filtered off with suction, and the liquid phase is concentrated and distilled. The reactants are OCCCBr, CCCO, CC#N, Fc1ccc2c(C3CCNCC3)noc2c1, [K+], [K+], O=C([O-])[O-], O. Product: OCCCN1CCC(c2noc3cc(F)ccc23)CC1. RXN SMILES: [Br:23][CH2:24][CH2:25][CH2:26][OH:27].[CH2:28]([OH:29])[CH2:30][CH3:31].[CH3:33][C:34]#[N:35].[F:1][c:2]1[cH:3][c:4]2[c:5]([c:6]([CH:9]3[CH2:10][CH2:11][NH:12][CH2:13][CH2:14]3)[n:7][o:8]2)[cH:15][cH:16]1.[K+:17].[K+:18].[O-:19][C:20]([O-:21])=[O:22].[OH2:32]>>[F:1][c:2]1[cH:3][c:4]2[c:5]([c:6]([CH:9]3[CH2:10][CH2:11][N:12]([CH2:24][CH2:25][CH2:26][OH:27])[CH2:13][CH2:14]3)[n:7][o:8]2)[cH:15][cH:16]1. The reactants are NC(=O)COCCOCCCl, [Na+], [Na+], O=C([O-])[O-], c1ccc(C(=C2CCNCC2)c2ccccc2)cc1, Cc1ccccc1C, c1ccccc1. The product is NC(=O)COCCOCCN1CCC(=C(c2ccccc2)c2ccccc2)CC1. RXN SMILES: [Cl:20][CH2:21][CH2:22][O:23][CH2:24][CH2:25][O:26][CH2:27][C:28](=[O:29])[NH2:30].[Na+:31].[Na+:32].[O-:33][C:34](=[O:35])[O-:36].[c:1]1([C:7](=[C:8]2[CH2:9][CH2:10][NH:11][CH2:12][CH2:13]2)[c:14]2[cH:15][cH:16][cH:17][cH:18][cH:19]2)[cH:2][cH:3][cH:4][cH:5][cH:6]1.[c:43]1([CH3:44])[c:45]([CH3:46])[cH:47][cH:48][cH:49][cH:50]1.[cH:37]1[cH:38][cH:39][cH:40][cH:41][cH:42]1>>[c:1]1([C:7](=[C:8]2[CH2:9][CH2:10][N:11]([CH2:21][CH2:22][O:23][CH2:24][CH2:25][O:26][CH2:27][C:28](=[O:29])[NH2:30])[CH2:12][CH2:13]2)[c:14]2[cH:15][cH:16][cH:17][cH:18][cH:19]2)[cH:2][cH:3][cH:4][cH:5][cH:6]1. Starting materials: C(C1=CC=CC=C1)Br (benzyl bromide), ClC1(C(C1)(Cl)Cl)C(=O)O (1,2,2-trichlorocyclopropane carboxylic acid), C([O-])([O-])=O.[K+].[K+] (potassium carbonate). Solvent: CC(=O)C (acetone), reagent, CC(=O)C (acetone). Reaction conditions: time 8 hour. Yields the product ClC1(C(C1)(Cl)Cl)C(=O)OCC1=CC=CC=C1 (BENZYL 1,2,2-TRICHLOROCYCLOPROPANE CARBOXYLATE). Reaction SMILES: [Cl:1][C:2]1([C:7]([OH:9])=[O:8])[CH2:4][C:3]1([Cl:6])[Cl:5].C(=O)([O-])[O-].[K+].[K+].[CH2:16](Br)[C:17]1[CH:22]=[CH:21][CH:20]=[CH:19][CH:18]=1>CC(C)=O>[Cl:1][C:2]1([C:7]([O:9][CH2:16][C:17]2[CH:22]=[CH:21][CH:20]=[CH:19][CH:18]=2)=[O:8])[CH2:4][C:3]1([Cl:6])[Cl:5] |f:1.2.3|. Reported procedure: To a stirred solution of 9.47 g (0.05 mole) of 1,2,2-trichlorocyclopropane carboxylic acid in 100 ml of reagent grade acetone was added 6.91 g (0.05 mole) of anhydrous potassium carbonate. To this stirred mixture was added 10.26 g (0.06 mole) of benzyl bromide diluted with a small volume of acetone. The reaction mixture was stirred overnight at room temperature and filtered with suction. The insoluble material was washed on the filter with additional acetone. The acetone wash solutions and the f... Starting materials: C(C=C)Br (allyl bromide), OC1=CC=C(C(=O)OCC2=CC=CC=C2)C=C1 (benzyl 4-hydroxybenzoate), C([O-])([O-])=O.[K+].[K+] (potassium carbonate). Solvent: CC(=O)C (acetone). Conditions: time 19 hour. Yields the product C(C=C)OC1=CC=C(C(=O)OCC2=CC=CC=C2)C=C1 (benzyl 4-(allyloxy)benzoate). Isolated yield 101.0%. Reaction SMILES: [OH:1][C:2]1[CH:17]=[CH:16][C:5]([C:6]([O:8][CH2:9][C:10]2[CH:15]=[CH:14][CH:13]=[CH:12][CH:11]=2)=[O:7])=[CH:4][CH:3]=1.[CH2:18](Br)[CH:19]=[CH2:20].C(=O)([O-])[O-].[K+].[K+]>CC(C)=O>[CH2:20]([O:1][C:2]1[CH:17]=[CH:16][C:5]([C:6]([O:8][CH2:9][C:10]2[CH:15]=[CH:14][CH:13]=[CH:12][CH:11]=2)=[O:7])=[CH:4][CH:3]=1)[CH:19]=[CH2:18] |f:2.3.4|. Procedure details: To a solution of benzyl 4-hydroxybenzoate (15.00 g, 65.1 mmol) in 130 mL acetone cooled in an ice water bath was added allyl bromide (11.4 mL, 130.1 mmol), followed by portionwise addition of potassium carbonate (45.00 g, 325.3 mmol). The ice bath was removed and the reaction mixture was warmed to rt. The mixture was stirred for 19 h. The precipitates were removed by filtration and the filtrate was concentrated to yield a colorless oil (17.65 g, 100%). LC/MS m/z 269 (M+H)+; 1H NMR (400 MHz, CDCl...